This data is from the Open Reaction Database (ORD), a public repository of structured organic reaction records. The task is: describe an organic reaction: reactants, conditions, products, and yield Starting materials: O=S(=O)(O)Cl, NS(=O)(=O)O, O=[N+]([O-])c1ccccc1, O. Product: O=[N+]([O-])c1cccc(S(=O)(=O)Cl)c1. Reaction SMILES: [Cl:10][S:11](=[O:12])(=[O:13])[OH:14].[NH2:15][S:16](=[O:17])(=[O:18])[OH:19].[O-:1][N+:2](=[O:3])[c:4]1[cH:5][cH:6][cH:7][cH:8][cH:9]1.[OH2:20]>>[O-:1][N+:2](=[O:3])[c:4]1[cH:5][cH:6][cH:7][c:8]([S:11]([Cl:10])(=[O:12])=[O:13])[cH:9]1.